Dataset: the Open Reaction Database (ORD), a public repository of structured organic reaction records. Task: describe an organic reaction: reactants, conditions, products, and yield Starting materials: C(CC)C1COC(OC1)C1=CC(=CC(=C1)F)F (5-Propyl-2-(3,5-difluorophenyl)-1,3-dioxane), O (Water), C(CCC)[Li] (n-butyl lithium), Tetrakistriphenylphosphine palladium, BrC1=CC=C(C=C1)Cl (1-bromo-4-chlorobenzene). The reagents and catalysts are [Cl-].[Zn+2].[Cl-] (zinc chloride). Run in CCCCCC (hexane), C1CCOC1 (THF), C1CCOC1 (THF). Conditions: temperature -60 celsius, time 50 minute. Yields the product C(CC)C1COC(OC1)C1=CC(=C(C(=C1)F)C1=CC=C(C=C1)Cl)F (5-propyl-2-(4-(4-chlorophenyl)-3,5-difluorophenyl)-1,3-dioxane). Isolated yield 56.3%. As a reaction SMILES: [CH2:1]([CH:4]1[CH2:9][O:8][CH:7]([C:10]2[CH:15]=[C:14]([F:16])[CH:13]=[C:12]([F:17])[CH:11]=2)[O:6][CH2:5]1)[CH2:2][CH3:3].C([Li])CCC.Br[C:24]1[CH:29]=[CH:28][C:27]([Cl:30])=[CH:26][CH:25]=1.O>C1COCC1.CCCCCC.[Cl-].[Zn+2].[Cl-]>[CH2:1]([CH:4]1[CH2:5][O:6][CH:7]([C:10]2[CH:15]=[C:14]([F:16])[C:13]([C:24]3[CH:29]=[CH:28][C:27]([Cl:30])=[CH:26][CH:25]=3)=[C:12]([F:17])[CH:11]=2)[O:8][CH2:9]1)[CH2:2][CH3:3] |f:6.7.8|. Reported procedure: 5-Propyl-2-(3,5-difluorophenyl)-1,3-dioxane (5.0 g; 20.6 mmol), which had been synthesized in Step 1 of Example 1, was dissolved in THF (50 ml), and the solution was cooled to -60° C. in a nitrogen atmosphere. A solution (16.1 ml; 25.8 mmol) of 1.60M n-butyl lithium in hexane was added dropwise thereto so that the temperature of the mixture did not exceed -55° C. The mixture was stirred for 50 minutes with the temperature being maintained below -55° C. Subsequently, a solution (51.6 ml; 25.8 mmo... Starting materials: NC1CC1, ClCc1nnc2n1-c1ccccc1C(c1ccccc1Cl)=NC2, [I-], [K+], C1CCOC1. Product: Clc1ccccc1C1=NCc2nnc(CNC3CC3)n2-c2ccccc21. Reaction SMILES: [CH:26]1([NH2:29])[CH2:27][CH2:28]1.[Cl:3][CH2:4][c:5]1[n:6][n:7][c:8]2[n:9]1-[c:10]1[c:11]([cH:22][cH:23][cH:24][cH:25]1)[C:12]([c:15]1[c:16]([Cl:21])[cH:17][cH:18][cH:19][cH:20]1)=[N:13][CH2:14]2.[I-:2].[K+:1].[O:30]1[CH2:31][CH2:32][CH2:33][CH2:34]1>>[CH2:4]([c:5]1[n:6][n:7][c:8]2[n:9]1-[c:10]1[c:11]([cH:22][cH:23][cH:24][cH:25]1)[C:12]([c:15]1[c:16]([Cl:21])[cH:17][cH:18][cH:19][cH:20]1)=[N:13][CH2:14]2)[NH:29][CH:26]1[CH2:27][CH2:28]1. Starting materials: C(C)[C@]12[C@](CC[C@H]2[C@H]2[C@H](CC1)[C@H]1CCC(C=C1CC2)=O)(O)C#C (13-ethyl-17α-ethynyl-17β-hydroxygon-4-en-3-one), C(C)(=O)OC(C)=O (acetic anhydride), C(C)(=O)Cl (acetyl chloride). The solvent is N1=CC=CC=C1 (pyridine). Yields the product C(C)[C@]12[C@](CC[C@H]2[C@H]2[C@H](CC1)[C@H]1CCC(=CC1=CC2)O)(O)C#C (13-ethyl-17α-ethynyl-3,17-dihydroxygona-3,5-diene), CC(=O)CC(=O)O (diacetate). As a reaction SMILES: [CH2:1]([C@:3]12[CH2:11][CH2:10][C@@H:9]3[C@@H:12]4[C:17]([CH2:18][CH2:19][C@H:8]3[C@@H:7]1[CH2:6][CH2:5][C@:4]2([C:22]#[CH:23])[OH:21])=[CH:16][C:15](=[O:20])[CH2:14][CH2:13]4)[CH3:2].C([O:27][C:28](=[O:30])[CH3:29])(=O)C.[C:31](Cl)(=[O:33])[CH3:32]>N1C=CC=CC=1>[CH2:1]([C@:3]12[CH2:11][CH2:10][C@@H:9]3[C@@H:12]4[C:17](=[CH:18][CH2:19][C@H:8]3[C@@H:7]1[CH2:6][CH2:5][C@:4]2([C:22]#[CH:23])[OH:21])[CH:16]=[C:15]([OH:20])[CH2:14][CH2:13]4)[CH3:2].[CH3:32][C:31]([CH2:29][C:28]([OH:27])=[O:30])=[O:33]. Reported procedure: Reflux dl-13-ethyl-17α-ethynyl-17β-hydroxygon-4-en-3-one (1.0 g) for one and one-half hours with acetic anhydride (16 cc), acetyl chloride (8.0 cc) and pyridine (0.8 cc). Remove the liquids under reduced pressure and partition the dry crystalline residue between benzene-ether and water. Wash the organic solvents under reduced pressure and triturate the residue with ice-cold ether to provide dl-13-ethyl-17α-ethynyl-3,17-dihydroxygona-3,5-diene, diacetate (0.725 g) m.p. 144°-150°C; λ max. KBr. 3.0... The reactants are O=C=Nc1c(Cl)cccc1Cl, Nc1cc(Nc2ccc(F)cc2)ncn1, C1COCCO1. The product is O=C(Nc1cc(Nc2ccc(F)cc2)ncn1)Nc1c(Cl)cccc1Cl. RXN SMILES: [Cl:16][c:17]1[c:18]([N:24]=[C:25]=[O:26])[c:19]([Cl:23])[cH:20][cH:21][cH:22]1.[F:1][c:2]1[cH:3][cH:4][c:5]([NH:8][c:9]2[n:10][cH:11][n:12][c:13]([NH2:15])[cH:14]2)[cH:6][cH:7]1.[O:27]1[CH2:28][CH2:29][O:30][CH2:31][CH2:32]1>>[F:1][c:2]1[cH:3][cH:4][c:5]([NH:8][c:9]2[n:10][cH:11][n:12][c:13]([NH:15][C:25]([NH:24][c:18]3[c:17]([Cl:16])[cH:22][cH:21][cH:20][c:19]3[Cl:23])=[O:26])[cH:14]2)[cH:6][cH:7]1. Reactants: COC(CC1=CC=C(C=C1)NC(=O)[C@@H]1N[C@H]([C@]([C@H]1C1=C(C(=CC=C1)Cl)F)(C#N)C1=C(C=C(C=C1)Cl)F)CC(C)(C)C)=O ((4-{[(2R,3S,4R,5S)-3-(3-chloro-2-fluoro-phenyl)-4-(4-chloro-2-fluoro-phenyl)-4-cyano-5-(2,2-dimethyl-propyl)-pyrrolidine-2-carbonyl]-amino}-phenyl)-acetic acid methyl ester), [Li+].[OH-] (LiOH). Solvent: CO (methanol), C1CCOC1 (THF). Conditions: time 2 hour. Yields the product ClC=1C(=C(C=CC1)[C@H]1[C@@H](N[C@H]([C@]1(C#N)C1=C(C=C(C=C1)Cl)F)CC(C)(C)C)C(=O)NC1=CC=C(C=C1)CC(=O)O)F ((4-{[(2R,3S,4R,5S)-3-(3-chloro-2-fluoro-phenyl)-4-(4-chloro-2-fluoro-phenyl)-4-cyano-5-(2,2-dimethyl-propyl)-pyrrolidine-2-carbonyl]-amino}-phenyl)-acetic acid). Isolated yield 52.7%. Reaction SMILES: C[O:2][C:3](=[O:42])[CH2:4][C:5]1[CH:10]=[CH:9][C:8]([NH:11][C:12]([C@H:14]2[C@H:18]([C:19]3[CH:24]=[CH:23][CH:22]=[C:21]([Cl:25])[C:20]=3[F:26])[C@:17]([C:29]3[CH:34]=[CH:33][C:32]([Cl:35])=[CH:31][C:30]=3[F:36])([C:27]#[N:28])[C@H:16]([CH2:37][C:38]([CH3:41])([CH3:40])[CH3:39])[NH:15]2)=[O:13])=[CH:7][CH:6]=1.[Li+].[OH-]>C1COCC1.CO>[Cl:25][C:21]1[C:20]([F:26])=[C:19]([C@@H:18]2[C@:17]([C:29]3[CH:34]=[CH:33][C:32]([Cl:35])=[CH:31][C:30]=3[F:36])([C:27]#[N:28])[C@H:16]([CH2:37][C:38]([CH3:41])([CH3:40])[CH3:39])[NH:15][C@H:14]2[C:12]([NH:11][C:8]2[CH:7]=[CH:6][C:5]([CH2:4][C:3]([OH:42])=[O:2])=[CH:10][CH:9]=2)=[O:13])[CH:24]=[CH:23][CH:22]=1 |f:1.2|. Reported procedure: A mixture of (4-{[(2R,3S,4R,5S)-3-(3-chloro-2-fluoro-phenyl)-4-(4-chloro-2-fluoro-phenyl)-4-cyano-5-(2,2-dimethyl-propyl)-pyrrolidine-2-carbonyl]-amino}-phenyl)-acetic acid methyl ester (72 mg, 0.117 mmol) was dissolved in THF (3 mL) and methanol (1 mL), then 2N LiOH (1 mL) was added and stirred at room temperature for 2 hours. The mixture was concentrated and diluted with water and ethyl acetate. The organic phase was separated then concentrated to yield chiral (4-{[(2R,3S,4R,5S)-3-(3-chloro-2-... RXN SMILES: [Cl:60][CH2:61][Cl:62].[OH:51][CH2:52][CH2:53][n:54]1[c:55]([CH3:59])[n:56][cH:57][cH:58]1.[c:32]1([P:33]([c:34]2[cH:35][cH:36][cH:37][cH:38][cH:39]2)[c:40]2[cH:41][cH:42][cH:43][cH:44][cH:45]2)[cH:46][cH:47][cH:48][cH:49][cH:50]1.[cH:1]1[c:2]([S:11](=[O:12])(=[O:13])[NH:14][CH:15]2[CH:16]3[CH2:17][N:18]([c:21]4[n:22][cH:23][c:24]([C:27](=[O:28])[O:29][CH2:30][CH3:31])[cH:25][n:26]4)[CH2:19][CH:20]23)[cH:3][cH:4][c:5]2[cH:6][cH:7][cH:8][cH:9][c:10]12>>[cH:1]1[c:2]([S:11](=[O:12])(=[O:13])[N:14]([CH:15]2[CH:16]3[CH2:17][N:18]([c:21]4[n:22][cH:23][c:24]([C:27](=[O:28])[O:29][CH2:30][CH3:31])[cH:25][n:26]4)[CH2:19][CH:20]23)[CH2:52][CH2:53][n:54]2[c:55]([CH3:59])[n:56][cH:57][cH:58]2)[cH:3][cH:4][c:5]2[cH:6][cH:7][cH:8][cH:9][c:10]12. Yields the product CCOC(=O)c1cnc(N2CC3C(C2)C3N(CCn2ccnc2C)S(=O)(=O)c2ccc3ccccc3c2)nc1. Reactants: ClCCl, Cc1nccn1CCO, c1ccc(P(c2ccccc2)c2ccccc2)cc1, CCOC(=O)c1cnc(N2CC3C(C2)C3NS(=O)(=O)c2ccc3ccccc3c2)nc1. The reactants are C[O-].[Na+] (sodium methoxide), O=C1C(C#N)=CC=CN1 (1,2-dihydro-2-oxonicotinonitrile), C(#N)CC(=O)N (cyanoacetamide), CN1CCN(CC1)C=1C=C(C=CC1)C(C)=O (m-(4-methyl-1-piperazinyl)acetophenone), C(=O)OCC (ethyl formate). Solvent: C(C)OCC (ethyl ether), C(C)OCC (ethyl ether), O (water). Conditions: time 8 hour. Yields the product CN1CCN(CC1)C=1C=C(C=CC1)C=1NC(C(C#N)=CC1)=O (6-[m-(4-Methyl-1-piperazinyl)phenyl]-1,2-dihydro-2-oxonicotinonitrile). As a reaction SMILES: C[O-].[Na+].[CH3:4][N:5]1[CH2:10][CH2:9][N:8]([C:11]2[CH:12]=[C:13]([C:17](=O)[CH3:18])[CH:14]=[CH:15][CH:16]=2)[CH2:7][CH2:6]1.C(OCC)=O.C(CC(N)=O)#N.[O:31]=[C:32]1[NH:39]C=C[CH:36]=[C:33]1[C:34]#[N:35]>O.C(OCC)C>[CH3:4][N:5]1[CH2:10][CH2:9][N:8]([C:11]2[CH:12]=[C:13]([C:17]3[NH:39][C:32](=[O:31])[C:33](=[CH:36][CH:18]=3)[C:34]#[N:35])[CH:14]=[CH:15][CH:16]=2)[CH2:7][CH2:6]1 |f:0.1|. Procedure: A suspension of 5.3 g. (0.098 mole) of sodium methoxide in 100 ml. ethyl ether under nitrogen is cooled to 3° and treated dropwise with a solution of 18.4 g. (0.084 mole) of m-(4-methyl-1-piperazinyl)acetophenone and 6.25 g. (0.084 mole) of ethyl formate in 100 ml. ethyl ether while keeping the temperature below 5°. When the addition is completed, the mixture is allowed to stir at room temperature overnight. 100 ml. water is then added and the layers separated. The ethyl ether layer is washed wi... Starting materials: [Na] (sodium), N (ammonia), N (ammonia), ClC(CC[Si](OC)(OC)OC)CCl (3,4-dichlorobutyl trimethoxysilane). The solvent is CCCCC (n-pentane). Product: C(CC=C)[Si](OC)(OC)OC (3-butenyl trimethoxysilane). As a reaction SMILES: [Na].N.Cl[CH:4]([CH2:14]Cl)[CH2:5][CH2:6][Si:7]([O:12][CH3:13])([O:10][CH3:11])[O:8][CH3:9]>CCCCC>[CH2:6]([Si:7]([O:12][CH3:13])([O:8][CH3:9])[O:10][CH3:11])[CH2:5][CH:4]=[CH2:14] |^1:0|. Procedure details: 23 g sodium (1 mole) are placed in a 500 ml flask and approximately 150 ml ammonia condensed in at -70 ° C. 123.6 g 3,4-dichlorobutyl trimethoxysilane (0.5 mole) is added dropwise to the deep-blue solution produced in the course of 1 hour at -55° C. while the reaction mixture visibly changes color. The ammonia is allowed to evaporate overnight from the colorless, highly viscous suspension produced, the colorless residue combined with 150 ml n-pentane, the NaCl (56.9 g ≅97.5 % of theory) removed ... The reactants are ClC(c1ccccc1)(c1ccccc1)c1ccccc1, OCCCO, c1ccncc1. Yields the product OCCCOC(c1ccccc1)(c1ccccc1)c1ccccc1. As a reaction SMILES: [C:6]([c:7]1[cH:8][cH:9][cH:10][cH:11][cH:12]1)([c:13]1[cH:14][cH:15][cH:16][cH:17][cH:18]1)([c:19]1[cH:20][cH:21][cH:22][cH:23][cH:24]1)[Cl:25].[CH2:1]([CH2:2][CH2:3][OH:4])[OH:5].[cH:26]1[cH:27][cH:28][n:29][cH:30][cH:31]1>>[CH2:1]([CH2:2][CH2:3][O:4][C:6]([c:7]1[cH:8][cH:9][cH:10][cH:11][cH:12]1)([c:13]1[cH:14][cH:15][cH:16][cH:17][cH:18]1)[c:19]1[cH:20][cH:21][cH:22][cH:23][cH:24]1)[OH:5].